From a dataset of the Open Reaction Database (ORD), a public repository of structured organic reaction records. describe an organic reaction: reactants, conditions, products, and yield Reactants: C(C)(C)(C)C=1C=C(NC=2C=C(C#N)C=CC2)C=C(C1O)C(C)(C)C (3-(3,5-di-t-butyl-4-hydroxyanilino)benzonitrile), [Cl-].[Li+] (lithium chloride), Cl (hydrochloric acid), [N-]=[N+]=[N-].[Na+] (sodium azide), [Cl-].[NH4+] (ammonium chloride). The solvent is CN(C=O)C (N,N-dimethylformamide). Conditions: temperature 110 celsius. Yields the product C(C)(C)(C)C=1C=C(NC=2C=C(C=CC2)C2=NN=NN2)C=C(C1O)C(C)(C)C (5-[3-(3,5-di-t-butyl-4-hydroxyanilino)phenyl]tetrazole). The yield is 65.3%. As a reaction SMILES: [C:1]([C:5]1[CH:6]=[C:7]([CH:17]=[C:18]([C:21]([CH3:24])([CH3:23])[CH3:22])[C:19]=1[OH:20])[NH:8][C:9]1[CH:10]=[C:11]([CH:14]=[CH:15][CH:16]=1)[C:12]#[N:13])([CH3:4])([CH3:3])[CH3:2].[N-:25]=[N+:26]=[N-:27].[Na+].[Cl-].[NH4+].[Cl-].[Li+].Cl>CN(C)C=O>[C:1]([C:5]1[CH:6]=[C:7]([CH:17]=[C:18]([C:21]([CH3:24])([CH3:23])[CH3:22])[C:19]=1[OH:20])[NH:8][C:9]1[CH:10]=[C:11]([C:12]2[NH:27][N:26]=[N:25][N:13]=2)[CH:14]=[CH:15][CH:16]=1)([CH3:4])([CH3:3])[CH3:2] |f:1.2,3.4,5.6|. Procedure details: Eight g (0.025 mole) of 3-(3,5-di-t-butyl-4-hydroxyanilino)benzonitrile (from Example 27), 4.9 g (0.075 mole) of sodium azide, 4.0 g (0.075 mole) of ammonium chloride, 1.06 g (0.025 mole) of lithium chloride and 60 ml of N,N-dimethylformamide were combined under a nitrogen atmosphere and heated at 110° C. for 48 hours. The reaction mixture was poured into cold 6N hydrochloric acid and a gummy solid precipitated out. The supernatant was decanted off and the residue dissolved in ethanol. The ethan... Starting materials: CN1C(N(C(CC1=O)=O)C1=CC(=CC=C1)C(F)(F)F)=O (1-methyl-3-(3-(trifluoromethyl)phenyl)pyrimidin-2,4,6-(1H, 3H, 5H)-trione), O (water), P(=O)(Cl)(Cl)Cl (phosphorus oxychloride). Run at temperature 0 celsius. Product: ClC1=CC(N(C(N1C1=CC(=CC=C1)C(F)(F)F)=O)C)=O (6-chloro-3-methyl-1-(3-(trifluoromethyl)phenyl)pyrimidin-2,4(1H,3H)-dione). Reaction SMILES: [CH3:1][N:2]1[C:7](=[O:8])[CH2:6][C:5](=O)[N:4]([C:10]2[CH:15]=[CH:14][CH:13]=[C:12]([C:16]([F:19])([F:18])[F:17])[CH:11]=2)[C:3]1=[O:20].O.P(Cl)(Cl)([Cl:24])=O>>[Cl:24][C:5]1[N:4]([C:10]2[CH:15]=[CH:14][CH:13]=[C:12]([C:16]([F:19])([F:18])[F:17])[CH:11]=2)[C:3](=[O:20])[N:2]([CH3:1])[C:7](=[O:8])[CH:6]=1. Procedure details: To a solution of 1-methyl-3-(3-(trifluoromethyl)phenyl)pyrimidin-2,4,6(1H, 3H, 5H)-trione (2.74 g) (prepared in Reference Example 55) in phosphorus oxychloride (22 ml) was added water (0.55 ml) slowly and the resulting mixture was stirred with heating under reflux for one hour. After concentration under reduced pressure, the reaction solutions were cooled to 0° C. and to the residue was added water (50 ml) slowly with stirring. The resulting mixture was extracted with ethyl acetate (50 ml×3), an... Reactants: C1CCOC1, CO, COC(=O)CN(C)C(=O)c1ccc(-c2ccccc2)cc1, Cl, [Li+], [OH-], O, O. Yields the product CN(CC(=O)O)C(=O)c1ccc(-c2ccccc2)cc1. As a reaction SMILES: [CH2:26]1[O:27][CH2:28][CH2:29][CH2:30]1.[CH3:31][OH:32].[CH3:3][O:4][C:5]([CH2:6][N:7]([CH3:8])[C:9](=[O:10])[c:11]1[cH:12][cH:13][c:14](-[c:17]2[cH:18][cH:19][cH:20][cH:21][cH:22]2)[cH:15][cH:16]1)=[O:23].[ClH:25].[Li+:2].[OH-:1].[OH2:24].[OH2:33]>>[O:4]=[C:5]([CH2:6][N:7]([CH3:8])[C:9](=[O:10])[c:11]1[cH:12][cH:13][c:14](-[c:17]2[cH:18][cH:19][cH:20][cH:21][cH:22]2)[cH:15][cH:16]1)[OH:23]. Reactants: CC(C)Cc1nc(C(F)(F)F)ccc1C=CC(=O)O, Cl, CC(N)c1ccc(NS(C)(=O)=O)c(F)c1. The product is CC(C)Cc1nc(C(F)(F)F)ccc1C=CC(=O)NC(C)c1ccc(NS(C)(=O)=O)c(F)c1. As a reaction SMILES: [CH2:17]([CH:18]([CH3:19])[CH3:20])[c:21]1[n:22][c:23]([C:32]([F:33])([F:34])[F:35])[cH:24][cH:25][c:26]1[CH:27]=[CH:28][C:29](=[O:30])[OH:31].[ClH:16].[NH2:1][CH:2]([CH3:3])[c:4]1[cH:5][c:6]([F:15])[c:7]([NH:10][S:11](=[O:12])(=[O:13])[CH3:14])[cH:8][cH:9]1>>[NH:1]([CH:2]([CH3:3])[c:4]1[cH:5][c:6]([F:15])[c:7]([NH:10][S:11](=[O:12])(=[O:13])[CH3:14])[cH:8][cH:9]1)[C:29]([CH:28]=[CH:27][c:26]1[c:21]([CH2:17][CH:18]([CH3:19])[CH3:20])[n:22][c:23]([C:32]([F:33])([F:34])[F:35])[cH:24][cH:25]1)=[O:30]. The reactants are [Al+3].[Cl-].[Cl-].[Cl-] (AlCl3), C(CCCCCCCCCCC)(=O)Cl (lauroyl chloride), ClC1=C(C=CC=C1)Cl (1,2-dichlorobenzene). Conditions: temperature 0 celsius, time 8 hour. The product is ClC1=C(C=C(C=C1)C(CCCCCCCCCCC)=O)Cl (1,2-Dichloro-4-Lauroylbenzene). RXN SMILES: [Al+3].[Cl-].[Cl-].[Cl-].[C:5](Cl)(=[O:17])[CH2:6][CH2:7][CH2:8][CH2:9][CH2:10][CH2:11][CH2:12][CH2:13][CH2:14][CH2:15][CH3:16].[Cl:19][C:20]1[CH:25]=[CH:24][CH:23]=[CH:22][C:21]=1[Cl:26]>>[Cl:19][C:20]1[CH:25]=[CH:24][C:23]([C:5](=[O:17])[CH2:6][CH2:7][CH2:8][CH2:9][CH2:10][CH2:11][CH2:12][CH2:13][CH2:14][CH2:15][CH3:16])=[CH:22][C:21]=1[Cl:26] |f:0.1.2.3|. Reported procedure: In a dry 250 ml three-neck flask with thermometer, reflux condenser (under nitrogen) and dropping funnel, 17.73 g of AlCl3 (0.133 mol) were suspended in 50 ml of 1,2-dichlorobenzene and cooled to 0° C. While stirring vigorously, 31.6 ml of lauroyl chloride (0.133 mol) were slowly added dropwise (1 hour). The mixture was then allowed to cool until the temperature had reached room temperature. Subsequently, the mixture was heated gradually to approximately 100-105° C., in the course of which a cha... The reactants are CI, [K+], [K+], O=C([O-])[O-], CN(C)C=O, CCOC(=O)COc1cccc2c1CCCC2NC(C)c1nc(-c2ccccc2)c(-c2ccccc2)o1. Product: CCOC(=O)COc1cccc2c1CCCC2N(C)C(C)c1nc(-c2ccccc2)c(-c2ccccc2)o1. As a reaction SMILES: [I:38][CH3:39].[K+:40].[K+:41].[O-:42][C:43]([O-:44])=[O:45].[O:46]=[CH:47][N:48]([CH3:49])[CH3:50].[c:1]1(-[c:7]2[n:8][c:9]([CH:18]([CH3:19])[NH:20][CH:21]3[CH2:22][CH2:23][CH2:24][c:25]4[c:26]([O:31][CH2:32][C:33](=[O:34])[O:35][CH2:36][CH3:37])[cH:27][cH:28][cH:29][c:30]43)[o:10][c:11]2-[c:12]2[cH:13][cH:14][cH:15][cH:16][cH:17]2)[cH:2][cH:3][cH:4][cH:5][cH:6]1>>[c:1]1(-[c:7]2[n:8][c:9]([CH:18]([CH3:19])[N:20]([CH:21]3[CH2:22][CH2:23][CH2:24][c:25]4[c:26]([O:31][CH2:32][C:33](=[O:34])[O:35][CH2:36][CH3:37])[cH:27][cH:28][cH:29][c:30]43)[CH3:43])[o:10][c:11]2-[c:12]2[cH:13][cH:14][cH:15][cH:16][cH:17]2)[cH:2][cH:3][cH:4][cH:5][cH:6]1. Starting materials: Cc1cnc([N+](=O)[O-])c(OCc2c(C)cccc2C)c1, CCO, Cl, [Fe], O. Product: Cc1cnc(N)c(OCc2c(C)cccc2C)c1. As a reaction SMILES: [CH3:1][c:2]1[c:3]([CH2:4][O:5][c:6]2[c:7]([N+:13]([O-:14])=[O:15])[n:8][cH:9][c:10]([CH3:12])[cH:11]2)[c:16]([CH3:20])[cH:17][cH:18][cH:19]1.[CH3:24][CH2:25][OH:26].[ClH:21].[Fe:23].[OH2:22]>>[CH3:1][c:2]1[c:3]([CH2:4][O:5][c:6]2[c:7]([NH2:13])[n:8][cH:9][c:10]([CH3:12])[cH:11]2)[c:16]([CH3:20])[cH:17][cH:18][cH:19]1. Reactants: Cl (hydrochloric acid), C(CC)C(CCC)(CCC)N=C=O (1,1-di-n-propyl-n-butylisocyanate). The solvent is O (water). Reaction conditions: temperature 90 celsius, time 1 hour. The product is Cl.C(CC)C(CCC)(CCC)N (1,1-di-n-propyl-n-butylamine hydrochloride). Isolated yield 90.0%. Reaction SMILES: [ClH:1].[CH2:2]([C:5]([N:12]=C=O)([CH2:9][CH2:10][CH3:11])[CH2:6][CH2:7][CH3:8])[CH2:3][CH3:4]>O>[ClH:1].[CH2:2]([C:5]([NH2:12])([CH2:6][CH2:7][CH3:8])[CH2:9][CH2:10][CH3:11])[CH2:3][CH3:4] |f:3.4|. Reported procedure: Into a three-necked flask equipped with a mechanical stirrer, a dropping-funnel, a thermometer and a condenser, were introduced 200 ml of water and 90 ml of concentrated hydrochloric acid (d=1.19). The acid solution was heated to 90° C. and then, under vigorous stirring, 105 g of 1,1-di-n-propyl-n-butylisocyanate, prepared as previously described, were slowly added. The operation of addition lasted one hour after which the reaction medium was heated for a further 4 hours at a temperature between... The reactants are C(C)(C)(C)C1=CC=C(C=C1)N1N=C(C2=CC=C(C=C2C1=O)NC=O)NC=1NN=C(C1)C (N-[3-(4-tert-Butyl-phenyl)-1-(5-methyl-2H-pyrazol-3-ylamino)-4-oxo-3,4-dihydro-phthalazin-6-yl]-formamide). The solvent is CO (methanol), Cl (HCl). Reaction conditions: time 2 hour. The product is NC1=CC=C2C(=NN(C(C2=C1)=O)C1=CC=C(C=C1)C(C)(C)C)NC=1NN=C(C1)C (7-Amino-2-(4-tert-butyl-phenyl)-4-(5-methyl-2H-pyrazol-3-ylamino)-2H-phthalazin-1-one). Yield: 47.6%. As a reaction SMILES: [C:1]([C:5]1[CH:10]=[CH:9][C:8]([N:11]2[C:20](=[O:21])[C:19]3[C:14](=[CH:15][CH:16]=[C:17]([NH:22]C=O)[CH:18]=3)[C:13]([NH:25][C:26]3[NH:27][N:28]=[C:29]([CH3:31])[CH:30]=3)=[N:12]2)=[CH:7][CH:6]=1)([CH3:4])([CH3:3])[CH3:2]>CO.Cl>[NH2:22][C:17]1[CH:18]=[C:19]2[C:14]([C:13]([NH:25][C:26]3[NH:27][N:28]=[C:29]([CH3:31])[CH:30]=3)=[N:12][N:11]([C:8]3[CH:7]=[CH:6][C:5]([C:1]([CH3:4])([CH3:3])[CH3:2])=[CH:10][CH:9]=3)[C:20]2=[O:21])=[CH:15][CH:16]=1. Procedure: 9 mg of N-[3-(4-tert-Butyl-phenyl)-1-(5-methyl-2H-pyrazol-3-ylamino)-4-oxo-3,4-dihydro-phthalazin-6-yl]-formamide (ZB-1) in a mixture of 0,5 ml methanol and 0,5 ml conc. HCl were stirred at 50 C for 2 hrs. The mixture was evaporated under vacuum and the residue dissolved in dichloromethane. The dichloromethane solution was washed with sodium bicarbonate solution and evaporated to yield 4 mg of the title product. 1H-NMR: (400 MHz, D6-DMSO) 11.8 (1H, br s), 8.81 (1H, s), 8.02 (1H, d), 7.52 (2H, d)...